This data is from the Open Reaction Database (ORD), a public repository of structured organic reaction records. The task is: describe an organic reaction: reactants, conditions, products, and yield The reactants are C(CCCCCCCCCCCCCCC)(=O)Cl (palmitoyl chloride), C(CCC)N (n-butylamine). Solvent: C(C)OCC (ethyl ether), C(C)OCC (ethyl ether). The product is C(CCC)NC(CCCCCCCCCCCCCCC)=O (N-n-butyl-hexadecanamide). Reaction SMILES: [C:1](Cl)(=[O:17])[CH2:2][CH2:3][CH2:4][CH2:5][CH2:6][CH2:7][CH2:8][CH2:9][CH2:10][CH2:11][CH2:12][CH2:13][CH2:14][CH2:15][CH3:16].[CH2:19]([NH2:23])[CH2:20][CH2:21][CH3:22]>C(OCC)C>[CH2:19]([NH:23][C:1](=[O:17])[CH2:2][CH2:3][CH2:4][CH2:5][CH2:6][CH2:7][CH2:8][CH2:9][CH2:10][CH2:11][CH2:12][CH2:13][CH2:14][CH2:15][CH3:16])[CH2:20][CH2:21][CH3:22]. Procedure: An amount of 137.4 g of palmitoyl chloride in 100 ml of ethyl ether was added, under stirring at room temperature, to 80.5 g of n-butylamine in 700 ml of ethyl ether. Stirring was continued under gentle reflux for one hour. The precipitate was filtered off and thoroughly washed with water. The reaction product was recrystallized from ethanol giving 148.4 g of the title compound, melting point 74°-76° C. Starting materials: O=C1COCC(c2cc(Br)ccc2F)(C(F)F)N1, C1CCOC1, COc1ccc(P2(=S)SP(=S)(c3ccc(OC)cc3)S2)cc1. Yields the product Fc1ccc(Br)cc1C1(C(F)F)COCC(=S)N1. RXN SMILES: [Br:1][c:2]1[cH:3][cH:4][c:5]([F:18])[c:6]([C:8]2([CH:15]([F:16])[F:17])[NH:9][C:10](=[O:14])[CH2:11][O:12][CH2:13]2)[cH:7]1.[CH2:41]1[O:42][CH2:43][CH2:44][CH2:45]1.[CH3:19][O:20][c:21]1[cH:22][cH:23][c:24]([P:25]2(=[S:28])[S:26][P:27]([c:29]3[cH:30][cH:31][c:32]([O:33][CH3:34])[cH:35][cH:36]3)(=[S:37])[S:38]2)[cH:39][cH:40]1>>[Br:1][c:2]1[cH:3][cH:4][c:5]([F:18])[c:6]([C:8]2([CH:15]([F:16])[F:17])[NH:9][C:10](=[S:28])[CH2:11][O:12][CH2:13]2)[cH:7]1. Reactants: [OH-].[Na+] (sodium hydroxide), ClC1=C2C(=NC=C1CCl)N(N=C2C)CC (4-chloro-5-chloromethyl-1-ethyl-3-methyl-1H-pyrazolo[3,4-b]-pyridine), O (water), ClC1=C(C=CC(=C1)Cl)C(CN1C=NC=C1)O (1-(2,4-dichlorophenyl)-2-(1H-imidazol-1-yl)ethanol). Reagents/catalysts: [Cl-].C(C1=CC=CC=C1)[N+](C)(C)C (benzyltrimethylammonium chloride). Run in O1CCCC1 (tetrahydrofuran), O1CCCC1 (tetrahydrofuran). Reaction conditions: time 3 hour. The product is Cl.ClC1=C2C(=NC=C1COC(CN1C=NC=C1)C1=C(C=C(C=C1)Cl)Cl)N(N=C2C)CC (4-Chloro-5-[[1-(2,4-dichlorophenyl)-2-(1H-imidazol-1-yl)ethoxy]methyl]-1-ethyl-3-methyl-1H-pyrazolo[3,4-b]pyridine, hydrochloride). RXN SMILES: [OH-].[Na+].O.[Cl:4][C:5]1[CH:10]=[C:9]([Cl:11])[CH:8]=[CH:7][C:6]=1[CH:12]([OH:19])[CH2:13][N:14]1[CH:18]=[CH:17][N:16]=[CH:15]1.[Cl:20][C:21]1[C:26]([CH2:27]Cl)=[CH:25][N:24]=[C:23]2[N:29]([CH2:33][CH3:34])[N:30]=[C:31]([CH3:32])[C:22]=12>[Cl-].C([N+](C)(C)C)C1C=CC=CC=1.O1CCCC1>[ClH:4].[Cl:20][C:21]1[C:26]([CH2:27][O:19][CH:12]([C:6]2[CH:7]=[CH:8][C:9]([Cl:11])=[CH:10][C:5]=2[Cl:4])[CH2:13][N:14]2[CH:18]=[CH:17][N:16]=[CH:15]2)=[CH:25][N:24]=[C:23]2[N:29]([CH2:33][CH3:34])[N:30]=[C:31]([CH3:32])[C:22]=12 |f:0.1,5.6,8.9|. Reported procedure: In a three necked flask (250 ml.), fitted with a stirrer, reflux condenser and gas inlet tube are introduced 24.4 g. of sodium hydroxide (0.61 mol.) and 23 ml. of water. While passing nitrogen through the flask, the solution is cooled to 45° and then are added 6.43 g. of 1-(2,4-dichlorophenyl)-2-(1H-imidazol-1-yl)ethanol (0.025 mol.), [prepared according to J. Med. Chem., Vol. 12, 784 (1969)], 0.43 g. of benzyltrimethylammonium chloride and 25 ml. of tetrahydrofuran. To the mixture, which is war... The reactants are IC=1C=CC=C2C1C(=O)OC(N2)=O (6-iodoisatoic acid anhydride), N(C)CC(=O)O (sarcosine). Run in CC(=O)N(C)C (dimethylacetamide). The product is IC1=CC=CC2=C1C(N(CC(N2)=O)C)=O (3,4-dihydro-6-iodo-4-methyl-2H-1,4-benzodiazepine-2,5(1H)-dione). RXN SMILES: [I:1][C:2]1[CH:3]=[CH:4][CH:5]=[C:6]2[NH:12][C:11](=[O:13])O[C:8](=[O:9])[C:7]=12.[NH:14]([CH2:16]C(O)=O)[CH3:15]>CC(N(C)C)=O>[I:1][C:2]1[C:7]2[C:8](=[O:9])[N:14]([CH3:16])[CH2:15][C:11](=[O:13])[NH:12][C:6]=2[CH:5]=[CH:4][CH:3]=1. Reported procedure: A mixture of 8.7 g (0.03 mol) of 6-iodoisatoic acid anhydride, 3.2 g (0.036 mol) of sarcosine and 25 ml of dimethylacetamide is heated to boiling under reflux for 1 hour. After cooling and dilution with water, the mixture is extracted with chloroform. The chloroform extracts are dried and evaporated. After recrystallization of the crude product from methylene chloride/ether, there is obtained 3,4-dihydro-6-iodo-4-methyl-2H-1,4-benzodiazepine-2,5(1H)-dione of melting point 214°-217°. Starting materials: Cl.CC1(CCNCC1)O (4-methylpiperidin-4-ol hydrochloride), CN(C)C(=[N+](C)C)ON1C2=C(C=CC=C2)N=N1.[B-](F)(F)(F)F (TBTU), CCN(C(C)C)C(C)C (DIEA), C1(CC1)COC1=C(C=CC(=N1)C(=O)O)N1CC(C1)(F)F (6-cyclopropylmethoxy-5-(3,3-difluoro-azetidin-1-yl)-pyridine-2-carboxylic acid). Yields the product C1(CC1)COC1=C(C=CC(=N1)C(=O)N1CCC(CC1)(C)O)N1CC(C1)(F)F ([6-Cyclopropylmethoxy-5-(3,3-difluoro-azetidin-1-yl)-pyridin-2-yl]-(4-hydroxy-4-methyl-piperidin-1-yl)-methanone). Reaction SMILES: [CH:1]1([CH2:4][O:5][C:6]2[N:11]=[C:10]([C:12]([OH:14])=O)[CH:9]=[CH:8][C:7]=2[N:15]2[CH2:18][C:17]([F:20])([F:19])[CH2:16]2)[CH2:3][CH2:2]1.Cl.[CH3:22][C:23]1([OH:29])[CH2:28][CH2:27][NH:26][CH2:25][CH2:24]1.CN(C(ON1N=NC2C=CC=CC1=2)=[N+](C)C)C.[B-](F)(F)(F)F.CCN(C(C)C)C(C)C>>[CH:1]1([CH2:4][O:5][C:6]2[N:11]=[C:10]([C:12]([N:26]3[CH2:27][CH2:28][C:23]([OH:29])([CH3:22])[CH2:24][CH2:25]3)=[O:14])[CH:9]=[CH:8][C:7]=2[N:15]2[CH2:18][C:17]([F:20])([F:19])[CH2:16]2)[CH2:2][CH2:3]1 |f:1.2,3.4|. Procedure details: In analogy to the procedure described in Example 47 b), 6-cyclopropylmethoxy-5-(3,3-difluoro-azetidin-1-yl)-pyridine-2-carboxylic acid (Example 1 b)) was reacted with 4-methylpiperidin-4-ol hydrochloride (586375-35-1) in the presence of TBTU and DIEA to obtain the title compound as colorless oil; MS (EI): m/e=382.6 [MH+]. The reactants are CO, Cl, CC(C)C1CN(C(=O)C(F)(F)F)CCc2cc(O)c(Br)cc21, [Na+], [OH-]. Product: CC(C)C1CNCCc2cc(O)c(Br)cc21. As a reaction SMILES: [CH3:26][OH:27].[ClH:25].[F:1][C:2]([F:3])([F:4])[C:21]([N:5]1[CH2:6][CH2:7][c:8]2[c:9]([cH:15][c:16]([Br:20])[c:17]([OH:19])[cH:18]2)[CH:10]([CH:12]([CH3:13])[CH3:14])[CH2:11]1)=[O:22].[Na+:24].[OH-:23]>>[NH:5]1[CH2:6][CH2:7][c:8]2[c:9]([cH:15][c:16]([Br:20])[c:17]([OH:19])[cH:18]2)[CH:10]([CH:12]([CH3:13])[CH3:14])[CH2:11]1.